Dataset: the Open Reaction Database (ORD), a public repository of structured organic reaction records. Task: describe an organic reaction: reactants, conditions, products, and yield Starting materials: NC1=CC=NC=C1 (4-aminopyridine), COC1OC(CC1)OC (2,5-dimethoxytetrahydrofuran). Run in C(C)(=O)O (acetic acid). The product is N1=CC=C(C=C1)N1C=CC=C1 (N-(4-Pyridinyl)pyrrole). RXN SMILES: [NH2:1][C:2]1[CH:7]=[CH:6][N:5]=[CH:4][CH:3]=1.CO[CH:10]1[CH2:14][CH2:13][CH:12](OC)O1>C(O)(=O)C>[N:5]1[CH:6]=[CH:7][C:2]([N:1]2[CH:10]=[CH:14][CH:13]=[CH:12]2)=[CH:3][CH:4]=1. Procedure: A 1-liter 3-neck flask equipped with stirrer, condenser, heating mantle, addition funnel and thermometer is charged with 47 g (0.5 mole) of 4-aminopyridine and 66 g (0.5 mole) of 2,5-dimethoxytetrahydrofuran. These materials are mixed together and 210 ml of glacial acetic acid is added dropwise with stirring over ten minutes while maintaining the temperature at less than 20°C. Starting materials: ClC=1SC(=C(C1[C@H]1[C@@H](C1)C(C)=O)Cl)Cl (trans 1-[2-(2,4,5-trichloro-thiophen-3-yl)-cyclopropyl]-ethanone), N1=CC=CC=C1 (pyridine), Cl.CON (methoxyamine hydrochloride). The solvent is CO (methanol), O (water). Run at time 4 hour. Product: CON=C(C)[C@H]1[C@@H](C1)C1=C(SC(=C1Cl)Cl)Cl (trans 1-[2-(2,4,5-trichloro-thiophen-3-yl)-cyclopropyl]-ethanone O-methyl-oxime). The yield is 95.4%. As a reaction SMILES: [Cl:1][C:2]1[S:3][C:4]([Cl:14])=[C:5]([Cl:13])[C:6]=1[C@@H:7]1[CH2:9][C@H:8]1[C:10](=O)[CH3:11].N1C=CC=CC=1.Cl.[CH3:22][O:23][NH2:24]>CO.O>[CH3:22][O:23][N:24]=[C:10]([C@@H:8]1[CH2:9][C@H:7]1[C:6]1[C:5]([Cl:13])=[C:4]([Cl:14])[S:3][C:2]=1[Cl:1])[CH3:11] |f:2.3|. Procedure: To a stirred solution of trans 1-[2-(2,4,5-trichloro-thiophen-3-yl)-cyclopropyl]-ethanone (2.7 g; 10 mmol) prepared as described in example P29, in methanol (20 ml) at ambient temperature was added pyridine (1.25 ml; 15 mmol) and methoxyamine hydrochloride (1.3 g; 15 mmol). The reaction mixture was stirred for 4 hours at ambient temperature then poured in water (50 ml) and extracted with dichloromethane (3×30 ml). Combined organic layers were washed with water (30 ml) and dried over anhydrous so... Reactants: BrC=1C=NC=C(C1)CN1CCCC1 (3-bromo-5-(pyrrolidin-1-ylmethyl)pyridine), C(#C)[Si](C)(C)C (ethynyltrimethylsilane), C(C)(C)N(CC)C(C)C (diisopropylethylamine). The reagents and catalysts are C=1C=CC(=CC1)[P](C=2C=CC=CC2)(C=3C=CC=CC3)[Pd]([P](C=4C=CC=CC4)(C=5C=CC=CC5)C=6C=CC=CC6)([P](C=7C=CC=CC7)(C=8C=CC=CC8)C=9C=CC=CC9)[P](C=1C=CC=CC1)(C=1C=CC=CC1)C=1C=CC=CC1 (Pd(PPh3)4), [Cu]I (CuI). The solvent is CN(C)C=O (DMF). Run at temperature 50 celsius. Yields the product N1(CCCC1)CC=1C=NC=C(C1)C#C[Si](C)(C)C (3-(pyrrolidin-1-ylmethyl)-5-[(trimethylsilyl)ethynyl]pyridine). Reaction SMILES: Br[C:2]1[CH:3]=[N:4][CH:5]=[C:6]([CH2:8][N:9]2[CH2:13][CH2:12][CH2:11][CH2:10]2)[CH:7]=1.[C:14]([Si:16]([CH3:19])([CH3:18])[CH3:17])#[CH:15].C(N(C(C)C)CC)(C)C>CN(C=O)C.C1C=CC([P]([Pd]([P](C2C=CC=CC=2)(C2C=CC=CC=2)C2C=CC=CC=2)([P](C2C=CC=CC=2)(C2C=CC=CC=2)C2C=CC=CC=2)[P](C2C=CC=CC=2)(C2C=CC=CC=2)C2C=CC=CC=2)(C2C=CC=CC=2)C2C=CC=CC=2)=CC=1.[Cu]I>[N:9]1([CH2:8][C:6]2[CH:5]=[N:4][CH:3]=[C:2]([C:15]#[C:14][Si:16]([CH3:19])([CH3:18])[CH3:17])[CH:7]=2)[CH2:13][CH2:12][CH2:11][CH2:10]1 |^1:37,39,58,77|. Reported procedure: A mixture of 3-bromo-5-(pyrrolidin-1-ylmethyl)pyridine (0.76 mmol), ethynyltrimethylsilane (0.91 mmol), Pd(PPh3)4 (0.038 mmol), CuI (0.076 mmol), and 0.26 mL (1.52 mmol) of diisopropylethylamine in 3.8 mL of DMF can be heated at 50° C. overnight under an atmosphere of N2. Upon cooling to ambient temperature, the reaction mixture is concentrated and the crude product is purified by silica gel flash chromatography (eluted with 50% EtOAc/hexanes). As a reaction SMILES: [C:1]1([N:7]2[CH2:13][C:11](=[O:12])[NH:10][C:8]2=[O:9])[CH:6]=[CH:5][CH:4]=[CH:3][CH:2]=1.[CH:14]([O:16][CH2:17][CH2:18]Cl)=[CH2:15].C(=O)([O-])[O-].[K+].[K+]>CN(C)C=O>[C:1]1([N:7]2[CH2:13][C:11](=[O:12])[N:10]([CH2:18][CH2:17][O:16][CH:14]=[CH2:15])[C:8]2=[O:9])[CH:2]=[CH:3][CH:4]=[CH:5][CH:6]=1 |f:2.3.4|. The reactants are crude product, C1(=CC=CC=C1)N1C(=O)NC(=O)C1 (1-phenylhydantoin), C(=C)OCCCl (2-chloroethyl vinyl ether), C([O-])([O-])=O.[K+].[K+] (potassium carbonate). Solvent: CN(C=O)C (dimethylformamide). Procedure: 16.12 g (0.1 mol) of 1-phenylhydantoin, 12.25 g (0.1 mol+15% excess) of 2-chloroethyl vinyl ether, 7.25 g (0.05 mol+5% excess) of potassium carbonate and 50 ml of dimethylformamide are reacted for 1 hour at 120°-125° C. The reaction mixture is worked up analogously to Example 1 to 20.3 g (82.4% of theory) of a brownish, crystalline crude product melting at 119°-120° C. are obtained. 5 g of crude product are recrystallised from 25 ml of chloroform and 3.9 g of the pure compound are isolated. The ... Yields the product C1(=CC=CC=C1)N1C(=O)N(C(=O)C1)CCOC=C (1-Phenyl-3-(2-vinyloxyethyl)hydantoin). Product: OC1=CC(=C(C=C1)C=1OC2=C(C1)C=C(C=C2)O)C (2-(4-Hydroxy-2-methyl-phenyl)-benzofuran-5-ol). Reaction SMILES: C[O:2][C:3]1[CH:4]=[CH:5][C:6]2[O:10][C:9]([C:11]3[CH:16]=[CH:15][C:14]([OH:17])=[CH:13][C:12]=3[CH3:18])=[CH:8][C:7]=2[CH:19]=1.N1C(=O)CC[C@H]1C(O)=O.Cl>>[OH:17][C:14]1[CH:15]=[CH:16][C:11]([C:9]2[O:10][C:6]3[CH:5]=[CH:4][C:3]([OH:2])=[CH:19][C:7]=3[CH:8]=2)=[C:12]([CH3:18])[CH:13]=1 |f:1.2|. Procedure details: A mixture of the monomethyl ether 79 (0.27 g, 1.1 mmol) and Pyr-HCl was heated at 180° C. for 30–45 minutes. The reaction mixture was allowed to cool and partitioned between EtOAc and 2 N HCl aq and the EtOAc was washed with brine and dried over MgSO4. The solution was filtered, concentrated and chromatographed on silica gel (EtOAc/hexanes 1:3): Mp=167–169° C.; 1H NMR (DMSO-d6) δ 8.61 (s, 1 H), 8.11 (s, 1 H), 7.67 (d, 1 H, J=8.9 Hz), 7.33 (d, 1 H, J=8.7 Hz), 7.02 (d, 1 H, J=2.4 Hz), 6.82–6.78 (m... Run at temperature 180 celsius. The reactants are COC=1C=CC2=C(C=C(O2)C2=C(C=C(C=C2)O)C)C1 (4-(5-Methoxy-benzofuran-2-yl)-3-methyl-phenol), N1[C@@H](CCC1=O)C(=O)O.Cl (Pyr-HCl).